Dataset: the Open Reaction Database (ORD), a public repository of structured organic reaction records. Task: describe an organic reaction: reactants, conditions, products, and yield The reactants are CN(C)CC(COC(CCCCCCCCCCCCCCC)=O)OC(CCCCCCCCCCCCCCC)=O (Hexadecanoic acid 1-dimethylaminomethyl-2-hexadecanoyloxy-ethyl ester), BrCCCCCCCCCCCCCCCCCCCCO (20-Bromo-icosan-1-ol). Run in C(C)#N (acetonitrile). The product is [Br-].C(CCCCCCCCCCCCCCC)(=O)OC(C[N+](C)(C)CCCCCCCCCCCCCCCCCCCCO)COC(CCCCCCCCCCCCCCC)=O ((2,3-Bis-hexadecanoyloxy-propyl)-(20-hydroxy-icosyl)-dimethyl-ammonium bromide). Reaction SMILES: [CH3:1][N:2]([CH2:4][CH:5]([O:25][C:26](=[O:42])[CH2:27][CH2:28][CH2:29][CH2:30][CH2:31][CH2:32][CH2:33][CH2:34][CH2:35][CH2:36][CH2:37][CH2:38][CH2:39][CH2:40][CH3:41])[CH2:6][O:7][C:8](=[O:24])[CH2:9][CH2:10][CH2:11][CH2:12][CH2:13][CH2:14][CH2:15][CH2:16][CH2:17][CH2:18][CH2:19][CH2:20][CH2:21][CH2:22][CH3:23])[CH3:3].[Br:43][CH2:44][CH2:45][CH2:46][CH2:47][CH2:48][CH2:49][CH2:50][CH2:51][CH2:52][CH2:53][CH2:54][CH2:55][CH2:56][CH2:57][CH2:58][CH2:59][CH2:60][CH2:61][CH2:62][CH2:63][OH:64]>C(#N)C>[Br-:43].[C:26]([O:25][CH:5]([CH2:6][O:7][C:8](=[O:24])[CH2:9][CH2:10][CH2:11][CH2:12][CH2:13][CH2:14][CH2:15][CH2:16][CH2:17][CH2:18][CH2:19][CH2:20][CH2:21][CH2:22][CH3:23])[CH2:4][N+:2]([CH2:44][CH2:45][CH2:46][CH2:47][CH2:48][CH2:49][CH2:50][CH2:51][CH2:52][CH2:53][CH2:54][CH2:55][CH2:56][CH2:57][CH2:58][CH2:59][CH2:60][CH2:61][CH2:62][CH2:63][OH:64])([CH3:3])[CH3:1])(=[O:42])[CH2:27][CH2:28][CH2:29][CH2:30][CH2:31][CH2:32][CH2:33][CH2:34][CH2:35][CH2:36][CH2:37][CH2:38][CH2:39][CH2:40][CH3:41] |f:3.4|. Procedure details: Synthesis was performed as described in example 19 step b using 17.89 g Hexadecanoic acid 1-dimethylaminomethyl-2-hexadecanoyloxy-ethyl ester, 11.33 g 20-Bromo-icosan-1-ol and 500 ml acetonitrile. The crude product was recrystallized from chloroform/methanol 3:1 and purity of the product was judged by thin layer chromatography and 1H-NMR. The reactants are ClC=1C=C2C(=NC1)N(C=C2C2=NC=C(C(=N2)N[C@@H]2CC(CCC2)(O)C)F)S(=O)(=O)C2=CC=C(C=C2)C ((3S)-3-[[2-[5-chloro-1-(p-tolylsulfonyl)pyrrolo[2,3-b]pyridin-3-yl]-5-fluoro-pyrimidin-4-yl]amino]-1-methyl-cyclohexanol), 29f, C[O-].[Na+] (sodium methoxide), C1CCOC1 (THF). Solvent: CCOC(=O)C (EtOAc). Yields the product ClC=1C=C2C(=NC1)N(C=C2C2=NC=C(C(=N2)NC2C(CCCC2)(O)C)F)S(=O)(=O)C2=CC=C(C)C=C2 ((2-(5-chloro-1-tosyl-1H-pyrrolo[2,3-b]pyridin-3-yl)-5-fluoropyrimidin-4-ylamino)-1-methylcyclohexanol). Reaction SMILES: [Cl:1][C:2]1[CH:3]=[C:4]2[C:10]([C:11]3[N:16]=[C:15]([NH:17][C@H:18]4C[CH2:22][CH2:21][C:20](C)(O)[CH2:19]4)[C:14]([F:26])=[CH:13][N:12]=3)=[CH:9][N:8]([S:27]([C:30]3[CH:35]=[CH:34][C:33]([CH3:36])=[CH:32][CH:31]=3)(=[O:29])=[O:28])[C:5]2=[N:6][CH:7]=1.[CH3:37][O-:38].[Na+].[CH2:40]1COCC1>CCOC(C)=O>[Cl:1][C:2]1[CH:3]=[C:4]2[C:10]([C:11]3[N:16]=[C:15]([NH:17][CH:18]4[CH2:19][CH2:20][CH2:21][CH2:22][C:37]4([CH3:40])[OH:38])[C:14]([F:26])=[CH:13][N:12]=3)=[CH:9][N:8]([S:27]([C:30]3[CH:31]=[CH:32][C:33]([CH3:36])=[CH:34][CH:35]=3)(=[O:29])=[O:28])[C:5]2=[N:6][CH:7]=1 |f:1.2|. Reported procedure: To a solution of (3S)-3-[[2-[5-chloro-1-(p-tolylsulfonyl)pyrrolo[2,3-b]pyridin-3-yl]-5-fluoro-pyrimidin-4-yl]amino]-1-methyl-cyclohexanol, 29f, (2.85 g, 5.38 mmol) in THF (200 mL) was added 1.5 ml 25% W/W sodium methoxide solution at room temperature. The reaction mixture was immediately injected into LC/MS. LC/MS indicated the reaction was complete. The reaction mixture was diluted with 200 ml EtOAc and the organic phase was washed twice with aqueous saturated NaHCO3 and then twice with brine. ... Reactants: [OH-].[NH4+] (ammonium hydroxide), C(C)OC1=CC2=C(N=C(S2)S)C=C1 (6-ethoxy-2-mercapto-benzothiazole), [O-]Cl.[Na+] (NaOCl), [OH-].[NH4+] (ammonium hydroxide). Run in [OH-].[Na+] (NaOH). Conditions: temperature 0 celsius, time 15 minute. The product is C(C)OC1=CC2=C(N=C(S2)S(=O)(=O)N)C=C1 (6-ethoxy-2-benzothiazolesulfonamide). Isolated yield 59.7%. RXN SMILES: [OH-:1].[NH4+:2].[CH2:3]([O:5][C:6]1[CH:15]=[CH:14][C:9]2[N:10]=[C:11]([SH:13])[S:12][C:8]=2[CH:7]=1)[CH3:4].[O-:16]Cl.[Na+]>[OH-].[Na+]>[CH2:3]([O:5][C:6]1[CH:15]=[CH:14][C:9]2[N:10]=[C:11]([S:13]([NH2:2])(=[O:16])=[O:1])[S:12][C:8]=2[CH:7]=1)[CH3:4] |f:0.1,3.4,5.6|. Procedure details: A solution of ammonium hydroxide (650 mL) was cooled to 0° C. in an ice/methanol bath. A solution containing 6-ethoxy-2-mercapto-benzothiazole (16.0 g, 0.076 mol) in 170 mL of 5% NaOH and a solution of 5.25% NaOCl (150 mL) were added simultaneously to the ammonium hydroxide solution while maintaining a temperature of 0° C. The reaction was stirred for 15 min. upon completing the addition, and the sulfenamide was collected by vacuum filtration. The sulfenamide was dissolved in 1 L of acetone and ... RXN SMILES: [CH2:25]1[O:26][CH2:27][CH2:28][CH2:29]1.[CH3:30][CH2:31][OH:32].[Cl:17][c:18]1[n:19][cH:20][cH:21][c:22]([Cl:24])[n:23]1.[NH2:1][c:2]1[cH:3][cH:4][c:5]([NH:8][C:9]([CH3:10])=[O:11])[cH:6][cH:7]1.[Na+:16].[O-:12][C:13]([OH:14])=[O:15]>>[NH:1]([c:2]1[cH:3][cH:4][c:5]([NH:8][C:9]([CH3:10])=[O:11])[cH:6][cH:7]1)[c:22]1[cH:21][cH:20][n:19][c:18]([Cl:17])[n:23]1. Yields the product CC(=O)Nc1ccc(Nc2ccnc(Cl)n2)cc1. Starting materials: C1CCOC1, CCO, Clc1ccnc(Cl)n1, CC(=O)Nc1ccc(N)cc1, [Na+], O=C([O-])O. The reactants are CC1(C)CCc2ccc(Br)cc21, [Li]CCCC, CC(C)(C)OC(=O)N=NC(=O)OC(C)(C)C, C1CCOC1. The product is CC(C)(C)OC(=O)NN(C(=O)OC(C)(C)C)c1ccc2c(c1)C(C)(C)CC2. RXN SMILES: [Br:1][c:2]1[cH:3][cH:4][c:5]2[c:9]([cH:10]1)[C:8]([CH3:11])([CH3:12])[CH2:7][CH2:6]2.[Li:13][CH2:14][CH2:15][CH2:16][CH3:17].[N:18](=[N:19][C:20](=[O:21])[O:22][C:23]([CH3:24])([CH3:25])[CH3:26])[C:27](=[O:28])[O:29][C:30]([CH3:31])([CH3:32])[CH3:33].[O:34]1[CH2:35][CH2:36][CH2:37][CH2:38]1>>[c:2]1([N:18]([NH:19][C:20](=[O:21])[O:22][C:23]([CH3:24])([CH3:25])[CH3:26])[C:27](=[O:28])[O:29][C:30]([CH3:31])([CH3:32])[CH3:33])[cH:3][cH:4][c:5]2[c:9]([cH:10]1)[C:8]([CH3:11])([CH3:12])[CH2:7][CH2:6]2. Starting materials: C(C)N1C(=CC=C1)C=O (1-Ethylpyrrole-2-carbaldehyde), Cl.NO (hydroxylamine hydrochloride). Run in O (water). Run at time 20 minute. Product: C(C)N1C(=CC=C1)C#N (1-ethylpyrrole-2-carbonitrile). The yield is 72.8%. As a reaction SMILES: [CH2:1]([N:3]1[CH:7]=[CH:6][CH:5]=[C:4]1[CH:8]=O)[CH3:2].Cl.[NH2:11]O>O>[CH2:1]([N:3]1[CH:7]=[CH:6][CH:5]=[C:4]1[C:8]#[N:11])[CH3:2] |f:1.2|. Procedure: 1-Ethylpyrrole-2-carbaldehyde (cf. J. Chem. Soc. (C), 2563, 1970) (7.4 g, 60 mmole), hydroxylamine hydrochloride (4.8 g, 69 mmole) sodium acetate trihydrate (9.4 g, 69 mmole) and water (30 ml) are mixed, and the mixture is stirred at room temperature for 20 minutes and then allowed to stand in a cooled place overnight. The precipitated oxime compound is taken by filtration and dried. The oxime compound is refluxed in acetic anhydride (25 ml) for 20 minutes and then allowed to cool until room tem... The reactants are O=C(O)c1cc(CNc2ccccc2C(=O)NOCc2ccccc2)ccc1F, NCCCCO. Product: O=C(NCCCCO)c1cc(CNc2ccccc2C(=O)NOCc2ccccc2)ccc1F. As a reaction SMILES: [CH2:1]([c:2]1[cH:3][cH:4][cH:5][cH:6][cH:7]1)[O:8][NH:9][C:10](=[O:11])[c:12]1[c:13]([NH:18][CH2:19][c:20]2[cH:21][cH:22][c:23]([F:29])[c:24]([C:25](=[O:26])[OH:27])[cH:28]2)[cH:14][cH:15][cH:16][cH:17]1.[NH2:30][CH2:31][CH2:32][CH2:33][CH2:34][OH:35]>>[CH2:1]([c:2]1[cH:3][cH:4][cH:5][cH:6][cH:7]1)[O:8][NH:9][C:10](=[O:11])[c:12]1[c:13]([NH:18][CH2:19][c:20]2[cH:21][cH:22][c:23]([F:29])[c:24]([C:25](=[O:27])[NH:30][CH2:31][CH2:32][CH2:33][CH2:34][OH:35])[cH:28]2)[cH:14][cH:15][cH:16][cH:17]1.